This data is from the Open Reaction Database (ORD), a public repository of structured organic reaction records. The task is: describe an organic reaction: reactants, conditions, products, and yield The reactants are ClC=1C=CC(=C(C[C@H]2C(NCC(N(C2)CC2=C(C=C(C=C2OC)OC)OC)=O)=O)C1)OC ((6R)-6-(5-chloro-2-methoxybenzyl)-1-(2,4,6-trimethoxybenzyl)-1,4-diazepane-2,5-dione), O1CCCC1 (tetrahydrofuran), C1=CC=C(C=C1)OC2=CC=C(C=C2)P3(=S)SP(=S)(S3)C4=CC=C(C=C4)OC5=CC=CC=C5 (Belleau's reagent). Solvent: C(C)(=O)OCC (ethyl acetate). Run at time 3 hour. The product is ClC=1C=CC(=C(C[C@H]2C(NCC(N(C2)CC2=C(C=C(C=C2OC)OC)OC)=S)=O)C1)OC ((6R)-6-(5-chloro-2-methoxybenzyl)-2-thioxo-1-(2,4,6-trimethoxybenzyl)-1,4-diazepan-5-one). Yield: 124.3%. Reaction SMILES: [Cl:1][C:2]1[CH:3]=[CH:4][C:5]([O:31][CH3:32])=[C:6]([CH:30]=1)[CH2:7][C@@H:8]1[CH2:14][N:13]([CH2:15][C:16]2[C:21]([O:22][CH3:23])=[CH:20][C:19]([O:24][CH3:25])=[CH:18][C:17]=2[O:26][CH3:27])[C:12](=O)[CH2:11][NH:10][C:9]1=[O:29].O1CCCC1.C1C=CC(OC2C=CC(P3(SP(C4C=CC(OC5C=CC=CC=5)=CC=4)(=S)S3)=[S:52])=CC=2)=CC=1>C(OCC)(=O)C>[Cl:1][C:2]1[CH:3]=[CH:4][C:5]([O:31][CH3:32])=[C:6]([CH:30]=1)[CH2:7][C@@H:8]1[CH2:14][N:13]([CH2:15][C:16]2[C:21]([O:22][CH3:23])=[CH:20][C:19]([O:24][CH3:25])=[CH:18][C:17]=2[O:26][CH3:27])[C:12](=[S:52])[CH2:11][NH:10][C:9]1=[O:29]. Procedure details: To the compound S140c described in WO 06-059801A, that is, (6R)-6-(5-chloro-2-methoxybenzyl)-1-(2,4,6-trimethoxybenzyl)-1,4-diazepane-2,5-dione (2.2 g) in a tetrahydrofuran (80 ml) solution, Belleau's reagent (1.5 g) was added under ice cooling, and the mixture was stirred at that temperature for 3 hours. The reaction solution was diluted with ethyl acetate, successively washed with saturated aqueous sodium hydrogencarbonate solution, water, and brine, dried over anhydrous sodium sulfate, then c... As a reaction SMILES: [CH3:1][O:2][C:3]([c:4]1[c:5]([F:26])[cH:6][c:7]([C:10](=[CH:11][CH:12]2[CH2:13][CH2:14][CH2:15][CH2:16]2)[c:17]2[cH:18][c:19]3[c:20]([n:21][cH:22][cH:23][cH:24]3)[nH:25]2)[cH:8][cH:9]1)=[O:27].[CH3:28][OH:29]>>[CH3:1][O:2][C:3]([c:4]1[c:5]([F:26])[cH:6][c:7]([CH:10]([CH2:11][CH:12]2[CH2:13][CH2:14][CH2:15][CH2:16]2)[c:17]2[cH:18][c:19]3[c:20]([n:21][cH:22][cH:23][cH:24]3)[nH:25]2)[cH:8][cH:9]1)=[O:27]. Starting materials: COC(=O)c1ccc(C(=CC2CCCC2)c2cc3cccnc3[nH]2)cc1F, CO. The product is COC(=O)c1ccc(C(CC2CCCC2)c2cc3cccnc3[nH]2)cc1F. Starting materials: C(C)(C)(C)OC(NC=1N(C(C([C@@](N1)(C)C1=C(C=CC(=C1)N)F)(C)C)=O)C)=O ([(S)-4-(5-amino-2-fluoro-phenyl)-1,4,5,5-tetramethyl-6-oxo-1,4,5,6-tetrahydro-pyrimidin-2-yl]-carbamic acid tert-butyl ester), C(C)(C)(C)OC(NC=1N(C(C([C@@](N1)(C)C1=C(C=CC(=C1)N)F)(C)C)=O)C)=O ([(S)-4-(5-amino-2-fluoro-phenyl)-1,4,5,5-tetramethyl-6-oxo-1,4,5,6-tetrahydro-pyrimidin-2-yl]-carbamic acid tert-butyl ester), FC(C(=O)O)(C)C (2-fluoro-2-methyl-propionic acid). Yields the product NC=1N(C(C([C@@](N1)(C)C=1C=C(C=CC1F)NC(C(C)(C)F)=O)(C)C)=O)C ((S)—N-(3-(2-Amino-1,4,5,5-tetramethyl-6-oxo-1,4,5,6-tetrahydropyrimidin-4-yl)-4-fluorophenyl)-2-fluoro-2-methylpropanamide). Reaction SMILES: C(OC(=O)[NH:7][C:8]1[N:9]([CH3:26])[C:10](=[O:25])[C:11]([CH3:24])([CH3:23])[C@:12]([C:15]2[CH:20]=[C:19]([NH2:21])[CH:18]=[CH:17][C:16]=2[F:22])([CH3:14])[N:13]=1)(C)(C)C.[F:28][C:29]([CH3:34])([CH3:33])[C:30](O)=[O:31]>>[NH2:7][C:8]1[N:9]([CH3:26])[C:10](=[O:25])[C:11]([CH3:24])([CH3:23])[C@:12]([C:15]2[CH:20]=[C:19]([NH:21][C:30](=[O:31])[C:29]([F:28])([CH3:34])[CH3:33])[CH:18]=[CH:17][C:16]=2[F:22])([CH3:14])[N:13]=1. Procedure details: The coupling of [(S)-4-(5-amino-2-fluoro-phenyl)-1,4,5,5-tetramethyl-6-oxo-1,4,5,6-tetrahydro-pyrimidin-2-yl]-carbamic acid tert-butyl ester (intermediate F2) and 2-fluoro-2-methyl-propionic acid followed by deprotection of the intermediate yielded the title compound as a colorless amorphous solid. MS (ESI): m/z=367.2 [M+H]+. The reactants are C1(=CC=CC=C1)N1N(C(C(C1=O)CCCC)=O)C1=CC=CC=C1 (1,2-diphenyl-3,5-dioxo-4-butyl-pyrazolidine), NC1=NC=CC(=C1)C (2-amino-4-methylpyridine). The solvent is CC(=O)C (acetone), CC(=O)C (acetone). Conditions: time 30 minute. The product is C1(=CC=CC=C1)N1N(C(C(C1=O)CCCC)=O)C1=CC=CC=C1.NC1=NC=CC(=C1)C (1,2-diphenyl-3,5-dioxo-4-n-butylpyrazolidine 2-amino-4-methyl-pyridine). As a reaction SMILES: [C:1]1([N:7]2[C:11](=[O:12])[CH:10]([CH2:13][CH2:14][CH2:15][CH3:16])[C:9](=[O:17])[N:8]2[C:18]2[CH:23]=[CH:22][CH:21]=[CH:20][CH:19]=2)[CH:6]=[CH:5][CH:4]=[CH:3][CH:2]=1.[NH2:24][C:25]1[CH:30]=[C:29]([CH3:31])[CH:28]=[CH:27][N:26]=1>CC(C)=O>[C:1]1([N:7]2[C:11](=[O:12])[CH:10]([CH2:13][CH2:14][CH2:15][CH3:16])[C:9](=[O:17])[N:8]2[C:18]2[CH:19]=[CH:20][CH:21]=[CH:22][CH:23]=2)[CH:2]=[CH:3][CH:4]=[CH:5][CH:6]=1.[NH2:24][C:25]1[CH:30]=[C:29]([CH3:31])[CH:28]=[CH:27][N:26]=1 |f:3.4|. Reported procedure: 30.8 g (0.1 mol) of 1,2-diphenyl-3,5-dioxo-4-butyl-pyrazolidine are introduced with agitation into a 500 cc flask and mixed with 150 ml of acetone until complete dissolution. 10.8 g (0.1 mol) of 2-amino-4-methylpyridine which have previously been dissolved in 100 cc of acetone are then added and the mixture is boiled for 30 minutes. It is filtered cold, and 39 g of a product having a melting point of 121°-2° C are crystallized out. The reactants are FC1=CC=C(C=C1)N1C(=CC=C1C1=CC=C(C=C1)S(=O)(=O)C)C (1-(4-fluorophenyl)-2-methyl-5-[4-(methylsulfonyl)phenyl)-1H-pyrrole), ice water, C(C1=CC=CC=C1)(=O)Cl (Benzoyl chloride), [Cl-].[Al+3].[Cl-].[Cl-] (aluminum chloride). Run in C(Cl)Cl (methylene chloride), C(Cl)Cl (methylene chloride). Conditions: time 30 minute. Yields the product FC1=CC=C(C=C1)N1C(=C(C=C1C1=CC=C(C=C1)S(=O)(=O)C)C(=O)C1=CC=CC=C1)C ([1-(4-fluorophenyl)-2-methyl-5-[4-(methylsulfonyl)phenyl]-1H-pyrrol-3-yl]-phenylmethanone). Yield: 8.2%. RXN SMILES: [C:1](Cl)(=[O:8])[C:2]1[CH:7]=[CH:6][CH:5]=[CH:4][CH:3]=1.[Cl-].[Al+3].[Cl-].[Cl-].[F:14][C:15]1[CH:20]=[CH:19][C:18]([N:21]2[C:25]([C:26]3[CH:31]=[CH:30][C:29]([S:32]([CH3:35])(=[O:34])=[O:33])=[CH:28][CH:27]=3)=[CH:24][CH:23]=[C:22]2[CH3:36])=[CH:17][CH:16]=1>C(Cl)Cl>[F:14][C:15]1[CH:16]=[CH:17][C:18]([N:21]2[C:25]([C:26]3[CH:31]=[CH:30][C:29]([S:32]([CH3:35])(=[O:34])=[O:33])=[CH:28][CH:27]=3)=[CH:24][C:23]([C:1]([C:2]3[CH:7]=[CH:6][CH:5]=[CH:4][CH:3]=3)=[O:8])=[C:22]2[CH3:36])=[CH:19][CH:20]=1 |f:1.2.3.4|. Procedure: Benzoyl chloride (180 μl, 1.52 mmol) was slowly added to a stirred slurry of aluminum chloride (223 mg, 1.67 mmol) in methylene chloride (15 ml) at -10° C. After 30 minutes, a solution of 1-(4-fluorophenyl)-2-methyl-5-[4-(methylsulfonyl)phenyl]-1H-pyrrole (Example 1) (500 mg, 1.52 mmol) in methylene chloride (10 ml) was added. The reaction mixture was warmed to room temperature and stirred for 20 hours. The reaction mixture was poured over ice-water and extracted with methylene chloride. The org... Starting materials: [O-]S(=O)(=O)OOS(=O)(=O)[O-].[Na+].[Na+] (sodium peroxodisulfate), C1(C=CC(C=C1)=O)=O (1,4-benzoquinone), C(CCCCC)O (1-hexanol). The reagents and catalysts are [N+](=O)([O-])[O-].[Ag+] (silver nitrate). The solvent is O (water), O (water), CCCCCC (hexane). Conditions: temperature 60 celsius. Product: C(C)C(CCCO)C=1C(C=CC(C1)=O)=O (2-(1-Ethyl-4-Hydroxybutyl)-1,4-Benzoquinone). RXN SMILES: [O-]S(OOS([O-])(=O)=O)(=O)=O.[Na+].[Na+].[C:13]1(=[O:20])[CH:18]=[CH:17][C:16](=[O:19])[CH:15]=[CH:14]1.[CH2:21]([OH:27])[CH2:22][CH2:23][CH2:24][CH2:25][CH3:26]>O.CCCCCC.[N+]([O-])([O-])=O.[Ag+]>[CH2:25]([CH:24]([C:18]1[C:13](=[O:20])[CH:14]=[CH:15][C:16](=[O:19])[CH:17]=1)[CH2:23][CH2:22][CH2:21][OH:27])[CH3:26] |f:0.1.2,7.8|. Reported procedure: While stirring at 60° C., a solution of sodium peroxodisulfate (0.01 mol) in water (10 ml) was added to a heterogeneous mixture of silver nitrate (0.2 g) in water (40 ml) and 1,4-benzoquinone (0.01 mol) and 1-hexanol (0.04 mol) in hexane (5 ml). Extraction with diethyl ether followed by vaporization in vacuo yielded a residue which was purified using column chromatography on silica gel (eluting with hexane/diethylether). Reactants: BrC1=CC(=C(C#N)C=C1)F (4-bromo-2-fluorobenzonitrile), C(=C)[Sn](CCCC)(CCCC)CCCC (vinyltributyltin), tetrakistriphenylphosphine. Run in C1(=CC=CC=C1)C (toluene). Product: FC1=C(C#N)C=CC(=C1)C=C (2-Fluoro-4-vinylbenzonitrile). RXN SMILES: Br[C:2]1[CH:9]=[CH:8][C:5]([C:6]#[N:7])=[C:4]([F:10])[CH:3]=1.[CH:11]([Sn](CCCC)(CCCC)CCCC)=[CH2:12]>C1(C)C=CC=CC=1>[F:10][C:4]1[CH:3]=[C:2]([CH:11]=[CH2:12])[CH:9]=[CH:8][C:5]=1[C:6]#[N:7]. Procedure: A solution of 4-bromo-2-fluorobenzonitrile (4.92 g, 0.0246 mol), vinyltributyltin (0.78 g, 0.246 mol), and tetrakistriphenylphosphine (0.67 g, 0.58 mmol) in 250 mL of toluene was refluxed under nitrogen overnight. The solvent was evaporated and the residue was flash chromatographed on silica gel with heptane:CH2Cl2 (1:1) to pure CH2Cl2. A colourless oil was obtained that crystallised. Yield: 3.0 g (82%). The reactants are C(C1=CC=CC=C1)N(O)CC1=CC=CC=C1 (N,N-dibenzylhydroxylamine), CN1C(C=CC1=O)=O (N-methylmaleimide). Product: CN1C(C(CC1=O)ON(CC1=CC=CC=C1)CC1=CC=CC=C1)=O (N-methyl-3-[(N,N-dibenzylamino)oxy]pyrrolidine-2,5-dione). Reaction SMILES: [CH2:1]([N:8]([CH2:10][C:11]1[CH:16]=[CH:15][CH:14]=[CH:13][CH:12]=1)[OH:9])[C:2]1[CH:7]=[CH:6][CH:5]=[CH:4][CH:3]=1.[CH3:17][N:18]1[C:22](=[O:23])[CH:21]=[CH:20][C:19]1=[O:24]>>[CH3:17][N:18]1[C:22](=[O:23])[CH2:21][CH:20]([O:9][N:8]([CH2:1][C:2]2[CH:3]=[CH:4][CH:5]=[CH:6][CH:7]=2)[CH2:10][C:11]2[CH:16]=[CH:15][CH:14]=[CH:13][CH:12]=2)[C:19]1=[O:24]. Procedure details: The procedure for Example 1 is repeated using 5.33 g (25 mmole) of N,N-dibenzylhydroxylamine and 2.78 g (25 mmole) of N-methylmaleimide. The reactants are O=[N+]([O-])c1ccccc1-c1ccc(CBr)cc1, CC(=O)[O-], CC(=O)O, [K+]. Product: O=Cc1ccc(-c2ccccc2[N+](=O)[O-])cc1. Reaction SMILES: [Br:1][CH2:2][c:3]1[cH:4][cH:5][c:6](-[c:9]2[c:10]([N+:15](=[O:16])[O-:17])[cH:11][cH:12][cH:13][cH:14]2)[cH:7][cH:8]1.[CH3:19][C:20]([O-:21])=[O:22].[CH3:23][C:24](=[O:25])[OH:26].[K+:18]>>[CH:2]([c:3]1[cH:4][cH:5][c:6](-[c:9]2[c:10]([N+:15](=[O:16])[O-:17])[cH:11][cH:12][cH:13][cH:14]2)[cH:7][cH:8]1)=[O:21]. Starting materials: ClC(=O)C1=CC=C(OCC(=O)OC(C)(C)C)C=C1 (tert-butyl 2-(4-(chlorocarbonyl)phenoxy)acetate), ClC=1C=C(/C(/N)=N/O)C=CC1OC(C)C ((Z)-3-chloro-N′-hydroxy-4-isopropoxybenzimidamide), Cl (HCl). Run in N1=CC=CC=C1 (pyridine). Run at temperature 200 celsius, time 25 minute. The product is ClC=1C=C(C=CC1OC(C)C)C1=NOC(=N1)C1=CC=C(OCC(=O)O)C=C1 (2-(4-(3-(3-chloro-4-isopropoxyphenyl)-1,2,4-oxadiazol-5-yl)phenoxy)acetic acid). Isolated yield 31.5%. As a reaction SMILES: Cl[C:2]([C:4]1[CH:18]=[CH:17][C:7]([O:8][CH2:9][C:10]([O:12]C(C)(C)C)=[O:11])=[CH:6][CH:5]=1)=[O:3].[Cl:19][C:20]1[CH:21]=[C:22]([CH:27]=[CH:28][C:29]=1[O:30][CH:31]([CH3:33])[CH3:32])/[C:23](=[N:25]/O)/[NH2:24].Cl>N1C=CC=CC=1>[Cl:19][C:20]1[CH:21]=[C:22]([C:23]2[N:25]=[C:2]([C:4]3[CH:5]=[CH:6][C:7]([O:8][CH2:9][C:10]([OH:12])=[O:11])=[CH:17][CH:18]=3)[O:3][N:24]=2)[CH:27]=[CH:28][C:29]=1[O:30][CH:31]([CH3:33])[CH3:32]. Reported procedure: A 25 mL microwave reaction vial was charged with tert-butyl 2-(4-(chlorocarbonyl)phenoxy)acetate (0.815 g, 3.01 mmol) and pyridine (15 mL), (Z)-3-chloro-N′-hydroxy-4-isopropoxybenzimidamide (0.459 g, 2.007 mmol) was added. The vessel was capped and the reaction heated at 200° C. for 20 min under microwave irradiation (Biotage Optimizer, 300 W). The mixture was cooled, the reaction mixture was poured into stirring HCl (10%, 100 mL), the resulting suspension was filtered, the solid was washed by H...